This data is from the Open Reaction Database (ORD), a public repository of structured organic reaction records. The task is: describe an organic reaction: reactants, conditions, products, and yield Reactants: C(C1=CC=CC=C1)OC1=CC=C(C(C(=O)OC)=C1)O (methyl 5-benzyloxysalicylate), C([O-])([O-])=O.[K+].[K+] (potassium carbonate), BrC1C(=O)OCC1 (α-bromo-γ-butyrolactone). Solvent: CC(=O)C (acetone). Product: C(=O)(O)C1=C(C=CC(=C1)OCC1=CC=CC=C1)OC1C(=O)OCC1 (α-[(2-carboxy-4-benzyloxyphenyl)oxy]-γ-butyrolactone). RXN SMILES: [CH2:1]([O:8][C:9]1[CH:18]=[C:13]([C:14]([O:16]C)=[O:15])[C:12]([OH:19])=[CH:11][CH:10]=1)[C:2]1[CH:7]=[CH:6][CH:5]=[CH:4][CH:3]=1.C(=O)([O-])[O-].[K+].[K+].Br[CH:27]1[CH2:32][CH2:31][O:30][C:28]1=[O:29]>CC(C)=O>[C:14]([C:13]1[CH:18]=[C:9]([O:8][CH2:1][C:2]2[CH:7]=[CH:6][CH:5]=[CH:4][CH:3]=2)[CH:10]=[CH:11][C:12]=1[O:19][CH:27]1[CH2:32][CH2:31][O:30][C:28]1=[O:29])([OH:16])=[O:15] |f:1.2.3|. Reported procedure: To a mixture of 32 g of methyl 5-benzyloxysalicylate, 17 g of anhydrous potassium carbonate and 500 ml of acetone was added 30.7 g of α-bromo-γ-butyrolactone under cooling with ice and, then, the mixture was refluxed for 15 hours. After cooling, the acetone was distilled off and 10% methanolic sodium hydroxide was added to the residue for hydrolysis. The reaction mixture was made acidic with hydrochloric acid and extracted with ethyl acetate. The extract was washed with water, dried over anhydro...